This data is from the Open Reaction Database (ORD), a public repository of structured organic reaction records. The task is: describe an organic reaction: reactants, conditions, products, and yield As a reaction SMILES: [CH3:32][OH:33].[ClH:31].[Fe:35].[N+:1]([O-:2])(=[O:3])[c:4]1[cH:5][c:6](-[n:10]2[c:11](=[O:30])[c:12]([CH:20]=[C:21]([C:22]#[N:23])[c:24]3[cH:25][n:26][cH:27][cH:28][cH:29]3)[cH:13][c:14]3[cH:15][cH:16][cH:17][n:18][c:19]23)[cH:7][cH:8][cH:9]1.[OH2:34]>>[NH2:1][c:4]1[cH:5][c:6](-[n:10]2[c:11](=[O:30])[c:12]([CH:20]=[C:21]([C:22]#[N:23])[c:24]3[cH:25][n:26][cH:27][cH:28][cH:29]3)[cH:13][c:14]3[cH:15][cH:16][cH:17][n:18][c:19]23)[cH:7][cH:8][cH:9]1. The product is N#CC(=Cc1cc2cccnc2n(-c2cccc(N)c2)c1=O)c1cccnc1. Reactants: CO, Cl, [Fe], N#CC(=Cc1cc2cccnc2n(-c2cccc([N+](=O)[O-])c2)c1=O)c1cccnc1, O. The reactants are S1C(SC=C1)=C(C(=O)OC(C)C)C(=O)OC(C(C)(C)C)=O (isopropyl 2-(1,3-dithiol-2-ylidene)-2-(pivaloyloxycarbonyl)acetate), C(C)(C)N (isopropylamine). The solvent is C(Cl)Cl (methylene chloride). Run at time 5 hour. Yields the product S1C(SC=C1)=C(C(=O)OC(C)C)C(NC(C)C)=O (Isopropyl 2-(1,3-dithiol-2-ylidene)-2-(N-isopropylcarbamoyl)acetate). Isolated yield 82.1%. As a reaction SMILES: [S:1]1[CH:5]=[CH:4][S:3][C:2]1=[C:6]([C:13]([O:15]C(=O)C(C)(C)C)=O)[C:7]([O:9][CH:10]([CH3:12])[CH3:11])=[O:8].[CH:22]([NH2:25])([CH3:24])[CH3:23]>C(Cl)Cl>[S:3]1[CH:4]=[CH:5][S:1][C:2]1=[C:6]([C:13](=[O:15])[NH:25][CH:22]([CH3:24])[CH3:23])[C:7]([O:9][CH:10]([CH3:11])[CH3:12])=[O:8]. Procedure: A mixture of isopropyl 2-(1,3-dithiol-2-ylidene)-2-(pivaloyloxycarbonyl)acetate (13.2g), isopropylamine (2.6 g) and methylene chloride (60 ml) was stirred at room temperature for 5 hrs. The reaction mixture was washed with aqueous sodium hydroxide solution and water. After removal of solvent the residue was distilled to give the titled compound (9.43 g, 66%) as a yellow oil.